From a dataset of the Open Reaction Database (ORD), a public repository of structured organic reaction records. describe an organic reaction: reactants, conditions, products, and yield Starting materials: CC(=O)O, O=Cc1cc(C(=O)O)c(=O)n2ccccc12, Clc1ccc2c(c1)CCNC2, CC(Cl)Cl. Yields the product O=C(O)c1cc(CN2CCc3cc(Cl)ccc3C2)c2ccccn2c1=O. Reaction SMILES: [CH3:28][C:29](=[O:30])[OH:31].[CH:1](=[O:2])[c:3]1[cH:4][c:5]([C:14](=[O:15])[OH:16])[c:6](=[O:13])[n:7]2[cH:8][cH:9][cH:10][cH:11][c:12]12.[Cl:17][c:18]1[cH:19][c:20]2[c:25]([cH:26][cH:27]1)[CH2:24][NH:23][CH2:22][CH2:21]2.[Cl:32][CH:33]([Cl:34])[CH3:35]>>[CH2:1]([c:3]1[cH:4][c:5]([C:14](=[O:15])[OH:16])[c:6](=[O:13])[n:7]2[cH:8][cH:9][cH:10][cH:11][c:12]12)[N:23]1[CH2:22][CH2:21][c:20]2[cH:19][c:18]([Cl:17])[cH:27][cH:26][c:25]2[CH2:24]1. Isolated yield 78.7%. Procedure: In a similar fashion using route 14 general procedure 26, 5-chloro-quinolin-8-ylamine (Intermediate 27) (380 mg, 2.13 mmol), 2-nitrobenzene-1-sulfonyl chloride (566 mg, 2.56 mmol), pyridine (0.34 ml, 4.26 mmol) and DCM (12 ml) gave the title compound (610 mg, 79%) after purification by column chromatography with n-hexane/DCM (1:1) as the eluent. Product: ClC1=C2C=CC=NC2=C(C=C1)NS(=O)(=O)C1=C(C=CC=C1)[N+](=O)[O-] (N-(5-Chloro-quinolin-8-yl)-2-nitro-benzenesulfonamide). RXN SMILES: [Cl:1][C:2]1[CH:11]=[CH:10][C:9]([NH2:12])=[C:8]2[C:3]=1[CH:4]=[CH:5][CH:6]=[N:7]2.[N+:13]([C:16]1[CH:21]=[CH:20][CH:19]=[CH:18][C:17]=1[S:22](Cl)(=[O:24])=[O:23])([O-:15])=[O:14].N1C=CC=CC=1>C(Cl)Cl>[Cl:1][C:2]1[CH:11]=[CH:10][C:9]([NH:12][S:22]([C:17]2[CH:18]=[CH:19][CH:20]=[CH:21][C:16]=2[N+:13]([O-:15])=[O:14])(=[O:23])=[O:24])=[C:8]2[C:3]=1[CH:4]=[CH:5][CH:6]=[N:7]2. Reactants: ClC1=C2C=CC=NC2=C(C=C1)N (5-chloroquinolin-8-amine), N1=CC=CC=C1 (pyridine), ClC1=C2C=CC=NC2=C(C=C1)N (5-chloroquinolin-8-amine), [N+](=O)([O-])C1=C(C=CC=C1)S(=O)(=O)Cl (2-nitrobenzene-1-sulfonyl chloride). The solvent is C(Cl)Cl (DCM). Starting materials: O=C1CCCC(=O)O1, CNCCc1c[nH]c2ccccc12, c1ccccc1. Yields the product CN(CCc1c[nH]c2ccccc12)C(=O)CCCC(=O)O. As a reaction SMILES: [C:14]1(=[O:21])[CH2:15][CH2:16][CH2:17][C:18](=[O:19])[O:20]1.[CH3:1][NH:2][CH2:3][CH2:4][c:5]1[cH:6][nH:7][c:8]2[cH:9][cH:10][cH:11][cH:12][c:13]12.[cH:22]1[cH:23][cH:24][cH:25][cH:26][cH:27]1>>[CH3:1][N:2]([CH2:3][CH2:4][c:5]1[cH:6][nH:7][c:8]2[cH:9][cH:10][cH:11][cH:12][c:13]12)[C:14]([CH2:15][CH2:16][CH2:17][C:18](=[O:19])[OH:20])=[O:21]. Reactants: BrC1=CC(N(C=C1)C=1C=CC2=C(N(C(=N2)C2CC2)C)C1)=O (4-bromo-1-(2-cyclopropyl-1-methyl-1H-benzimidazol-6-yl)pyridin-2(1H)-one), FC(C=1SC=C(N1)CO)(F)F ((2-(trifluoromethyl)thiazol-4-yl)methanol), C1(=CC=CC=C1)C (toluene), CC(C)([O-])C.[K+] (potassium tert-butoxide). Run in O (water). Conditions: time 8 hour. The product is C1(CC1)C1=NC2=C(N1C)C=C(C=C2)N2C(C=C(C=C2)OCC=2N=C(SC2)C(F)(F)F)=O (1-(2-Cyclopropyl-1-methyl-1H-benzimidazol-6-yl)-4-((2-(trifluoromethyl)-1,3-thiazol-4-yl)methoxy)pyridin-2(1H)-one). Yield: 22.4%. Reaction SMILES: Br[C:2]1[CH:7]=[CH:6][N:5]([C:8]2[CH:9]=[CH:10][C:11]3[N:15]=[C:14]([CH:16]4[CH2:18][CH2:17]4)[N:13]([CH3:19])[C:12]=3[CH:20]=2)[C:4](=[O:21])[CH:3]=1.[F:22][C:23]([F:32])([F:31])[C:24]1[S:25][CH:26]=[C:27]([CH2:29][OH:30])[N:28]=1.C1(C)C=CC=CC=1.CC(C)([O-])C.[K+]>O>[CH:16]1([C:14]2[N:13]([CH3:19])[C:12]3[CH:20]=[C:8]([N:5]4[CH:6]=[CH:7][C:2]([O:30][CH2:29][C:27]5[N:28]=[C:24]([C:23]([F:32])([F:31])[F:22])[S:25][CH:26]=5)=[CH:3][C:4]4=[O:21])[CH:9]=[CH:10][C:11]=3[N:15]=2)[CH2:18][CH2:17]1 |f:3.4|. Procedure details: To a mixture of 4-bromo-1-(2-cyclopropyl-1-methyl-1H-benzimidazol-6-yl)pyridin-2(1H)-one (100 mg), (2-(trifluoromethyl)thiazol-4-yl)methanol (80 mg) and toluene (5 ml) was added potassium tert-butoxide (98 mg) at 100° C., and the mixture was stirred at the same temperature overnight. The mixture was poured into water, and extracted with EtOAc. The extract was washed with brine, dried over MgSO4, concentrated in vacuo, and purified by NH silica gel column chromatography (hexane/EtOAc) to give the... The reactants are Cl (HCl), C1(=CC=CC=C1)C1=NNC(=C1C(C1=C(C=C(C=C1)Cl)[N+](=O)[O-])=O)C(=O)OCC (ethyl 3-phenyl-4-(4-chloro-2-nitrobenzoyl)-1H-pyrazole-5-carboxylate). Reagents/catalysts: B#[Ni] (nickel boride). Run in CO (methanol). Run at temperature 60 celsius. The product is C1(=CC=CC=C1)C1=NNC(=C1C(C1=C(C=C(C=C1)Cl)N)=O)C(=O)OCC (Ethyl 3-phenyl-4-(4-chloro-2-aminobenzoyl)-1H-pyrazole-5-carboxylate). Yield: 62.5%. RXN SMILES: Cl.[C:2]1([C:8]2[C:12]([C:13](=[O:24])[C:14]3[CH:19]=[CH:18][C:17]([Cl:20])=[CH:16][C:15]=3[N+:21]([O-])=O)=[C:11]([C:25]([O:27][CH2:28][CH3:29])=[O:26])[NH:10][N:9]=2)[CH:7]=[CH:6][CH:5]=[CH:4][CH:3]=1>CO.B#[Ni]>[C:2]1([C:8]2[C:12]([C:13](=[O:24])[C:14]3[CH:19]=[CH:18][C:17]([Cl:20])=[CH:16][C:15]=3[NH2:21])=[C:11]([C:25]([O:27][CH2:28][CH3:29])=[O:26])[NH:10][N:9]=2)[CH:3]=[CH:4][CH:5]=[CH:6][CH:7]=1. Procedure: A suspension of nickel boride (3.56 g) ard 1 N HCl (16 mL) in methanol (65 mL) was added to ethyl 3-phenyl-4-(4-chloro-2-nitrobenzoyl)-1H-pyrazole-5-carboxylate (1.5 g, 3.7 mmol) and the mixture heated to 60° C. for 18 hours. The reaction mixture was filtered and the filtrate concentrated via rotovap to a green solid (2.38 g). The solid was dissolved in ethyl acetate (100 mL) and extracted with water (2×50 mL) and brine (1×50 mL). The organic layer was dried over sodium sulfate and concentrated ... The reactants are N1C=NC=2CNCCC21 (4,5,6,7-tetrahydro-imidazo-[4,5-c]-pyridine), C1(CC1)N=C=S (cyclopropyl isothiocyanate). Solvent: C(C)#N (acetonitrile). Product: C1(CC1)NC(=S)N1CC2=C(CC1)NC=N2 (5-(N-cyclopropyl-thiocarbamoyl)-4,5,6,7-tetrahydro-imidazo-[4,5-c]-pyridine). Isolated yield 32.0%. RXN SMILES: [NH:1]1[C:9]2[CH2:8][CH2:7][NH:6][CH2:5][C:4]=2[N:3]=[CH:2]1.[CH:10]1([N:13]=[C:14]=[S:15])[CH2:12][CH2:11]1>C(#N)C>[CH:10]1([NH:13][C:14]([N:6]2[CH2:7][CH2:8][C:9]3[NH:1][CH:2]=[N:3][C:4]=3[CH2:5]2)=[S:15])[CH2:12][CH2:11]1. Reported procedure: A solution of 2.462 g of 4,5,6,7-tetrahydro-imidazo-[4,5-c]-pyridine and 2.97 g of cyclopropyl isothiocyanate in 20 ml of acetonitrile is refluxed for 7 h. After evaporation to dryness, the residue is chromatographed on silica gel (ethyl acetateethanol as eluant) to give 1.42 g of the pure title compound, m.p. 185°. Starting materials: BrCc1ccccc1, O=C([O-])[O-], COCOC(=O)c1cc2ccccc2cc1-c1ccccc1C(=O)O, CNC(C)=O, COCOC(=O)c1cc2ccccc2cc1OS(=O)(=O)C(F)(F)F, [K+], [K+], O. Product: COCOC(=O)c1cc2ccccc2cc1-c1ccccc1C(=O)OCc1ccccc1. As a reaction SMILES: [Br:1][CH2:2][c:3]1[cH:4][cH:5][cH:6][cH:7][cH:8]1.[C:9](=[O:10])([O-:11])[O-:12].[CH3:15][O:16][CH2:17][O:18][C:19](=[O:20])[c:21]1[c:22](-[c:31]2[c:32]([C:33](=[O:34])[OH:35])[cH:36][cH:37][cH:38][cH:39]2)[cH:23][c:24]2[cH:25][cH:26][cH:27][cH:28][c:29]2[cH:30]1.[CH3:64][NH:65][C:66]([CH3:67])=[O:68].[F:40][C:41]([F:42])([F:43])[S:44]([O:45][c:46]1[c:47]([C:48]([O:49][CH2:50][O:51][CH3:52])=[O:53])[cH:54][c:55]2[c:56]([cH:57][cH:58][cH:59][cH:60]2)[cH:61]1)(=[O:62])=[O:63].[K+:13].[K+:14].[OH2:69]>>[CH2:2]([c:3]1[cH:4][cH:5][cH:6][cH:7][cH:8]1)[O:35][C:33]([c:32]1[c:31](-[c:22]2[c:21]([C:19]([O:18][CH2:17][O:16][CH3:15])=[O:20])[cH:30][c:29]3[c:24]([cH:23]2)[cH:25][cH:26][cH:27][cH:28]3)[cH:39][cH:38][cH:37][cH:36]1)=[O:34].